Dataset: the Open Reaction Database (ORD), a public repository of structured organic reaction records. Task: describe an organic reaction: reactants, conditions, products, and yield Reactants: C(C)(C)(C)C1=NN(C(=C1)NC(=O)N[C@H]1CC[C@H](C2=CC=CC=C12)OC=1C=CC=2N(C1)C(=NN2)N2[C@H](CCC[C@H]2C)C)C=2C=NN(C2)CCOS(=O)(=O)C (Methanesulfonic acid 2-[3-tert-butyl-5-(3-{(1S,4R)-4-[3-((2S,6R)-2,6-dimethyl-piperidin-1-yl)-[1,2,4]triazolo[4,3-a]pyridin-6-yloxy]-1,2,3,4-tetrahydro-naphthalen-1-yl}-ureido)-[1,4′]bipyrazolyl-1′-yl]-ethyl ester), CNC (dimethylamine). The solvent is C1CCOC1 (THF). Run at temperature 50 celsius, time 24 hour. Yields the product C(C)(C)(C)C1=NN(C(=C1)NC(=O)N[C@H]1CC[C@H](C2=CC=CC=C12)OC=1C=CC=2N(C1)C(=NN2)N2[C@H](CCC[C@H]2C)C)C=2C=NN(C2)CCN(C)C (1-[3-tert-Butyl-1′-(2-dimethylamino-ethyl)-1′H-[1,4′]bipyrazolyl-5-yl]-3-{(1S,4R)-4-[3-((2S,6R)-2,6-dimethyl-piperidin-1-yl)-[1,2,4]triazolo[4,3-a]pyridin-6-yloxy]-1,2,3,4-tetrahydro-naphthalen-1-yl}-urea). The yield is 28.8%. Reaction SMILES: [C:1]([C:5]1[CH:9]=[C:8]([NH:10][C:11]([NH:13][C@@H:14]2[C:23]3[C:18](=[CH:19][CH:20]=[CH:21][CH:22]=3)[C@H:17]([O:24][C:25]3[CH:26]=[CH:27][C:28]4[N:29]([C:31]([N:34]5[C@H:39]([CH3:40])[CH2:38][CH2:37][CH2:36][C@@H:35]5[CH3:41])=[N:32][N:33]=4)[CH:30]=3)[CH2:16][CH2:15]2)=[O:12])[N:7]([C:42]2[CH:43]=[N:44][N:45]([CH2:47][CH2:48]OS(C)(=O)=O)[CH:46]=2)[N:6]=1)([CH3:4])([CH3:3])[CH3:2].[CH3:54][NH:55][CH3:56]>C1COCC1>[C:1]([C:5]1[CH:9]=[C:8]([NH:10][C:11]([NH:13][C@@H:14]2[C:23]3[C:18](=[CH:19][CH:20]=[CH:21][CH:22]=3)[C@H:17]([O:24][C:25]3[CH:26]=[CH:27][C:28]4[N:29]([C:31]([N:34]5[C@H:39]([CH3:40])[CH2:38][CH2:37][CH2:36][C@@H:35]5[CH3:41])=[N:32][N:33]=4)[CH:30]=3)[CH2:16][CH2:15]2)=[O:12])[N:7]([C:42]2[CH:43]=[N:44][N:45]([CH2:47][CH2:48][N:55]([CH3:56])[CH3:54])[CH:46]=2)[N:6]=1)([CH3:3])([CH3:2])[CH3:4]. Procedure details: To a solution of Intermediate 124c (0.13 mmol) in THF (2.5 mL) was added dimethylamine (2M in MeOH, 1.3 mL, 2.6 mmol) and the reaction stirred at 50° C. for 24 h. The crude reaction mixture was cooled and partitioned between EtOAc and water. The aqueous phase was extracted with EtOAc (×3) and the combined organic layers were washed with brine, dried (MgSO4) and concentrated in vacuo. The resultant residue was purified by FCC on silica, using a gradient of 2-10% [2M NH3 in MeOH] in DCM, followed ... Starting materials: CC(C)(C)OC(=O)N1CCC(=O)CC1, C1CCOC1, CCO, CC(=O)O, OC1CCNCC1. The product is CC(C)(C)OC(=O)N1CCC(N2CCC(O)CC2)CC1. Reaction SMILES: [C:1]([CH3:2])([CH3:3])([CH3:4])[O:5][C:6](=[O:7])[N:8]1[CH2:9][CH2:10][C:11](=[O:14])[CH2:12][CH2:13]1.[CH2:29]1[O:30][CH2:31][CH2:32][CH2:33]1.[CH3:22][CH2:23][OH:24].[CH3:25][C:26](=[O:27])[OH:28].[OH:15][CH:16]1[CH2:17][CH2:18][NH:19][CH2:20][CH2:21]1>>[C:1]([CH3:2])([CH3:3])([CH3:4])[O:5][C:6](=[O:7])[N:8]1[CH2:9][CH2:10][CH:11]([N:19]2[CH2:18][CH2:17][CH:16]([OH:15])[CH2:21][CH2:20]2)[CH2:12][CH2:13]1. Starting materials: Cc1ccccc1, COc1cc2nc[nH]c(=O)c2cc1OC, O=P(Cl)(Cl)Cl. The product is COc1cc2ncnc(Cl)c2cc1OC. Reaction SMILES: [CH3:21][c:22]1[cH:23][cH:24][cH:25][cH:26][cH:27]1.[CH3:6][O:7][c:8]1[cH:9][c:10]2[c:11](=[O:20])[nH:12][cH:13][n:14][c:15]2[cH:16][c:17]1[O:18][CH3:19].[P:1]([Cl:2])([Cl:3])([Cl:4])=[O:5]>>[Cl:3][c:11]1[c:10]2[cH:9][c:8]([O:7][CH3:6])[c:17]([O:18][CH3:19])[cH:16][c:15]2[n:14][cH:13][n:12]1. The reactants are resultant solution, C(C)(=O)O (acetic acid), COC(C(C#N)C1(C(NC2=CC=C(C=C12)Cl)=O)C#N)=O ((5-chloro-3-cyano-2-oxo-2,3-dihydro-1H-indol-3-yl)-cyanoacetic acid methyl ester), intermediate 5, Cl (hydrogen chloride). Conditions: time 8 hour. Solvent: CO (methanol). Reaction SMILES: C[O:2][C:3](=O)[CH:4]([C:7]1([C:18]#[N:19])[C:15]2[C:10](=[CH:11][CH:12]=[C:13]([Cl:16])[CH:14]=2)[NH:9][C:8]1=[O:17])C#N.Cl.C(O)(=[O:24])C>CO>[Cl:16][C:13]1[CH:14]=[C:15]2[C:7]3([CH2:4][C:3](=[O:2])[NH:19][C:18]3=[O:24])[C:8](=[O:17])[NH:9][C:10]2=[CH:11][CH:12]=1. Product: ClC=1C=C2C(=CC1)NC(C21C(NC(C1)=O)=O)=O (5-Chloro-1H-spiro[indole-3,3′-pyrrolidine]-2,2′,5′-trione). Reported procedure: A stirred solution of the crude (5-chloro-3-cyano-2-oxo-2,3-dihydro-1H-indol-3-yl)-cyanoacetic acid methyl ester, intermediate 5 (53.3 g, 0.18 mol) in methanol (450 ml) was cooled in an ice-water bath and saturated with hydrogen chloride gas, keeping the temperature below 20° C. The resultant solution was left to stand at ambient temperature overnight and then heated cautiously under reflux for 5 hours to give a yellow suspension. The solvent was removed in vacuo to give a semi-solid residue, wh...